Dataset: the Open Reaction Database (ORD), a public repository of structured organic reaction records. Task: describe an organic reaction: reactants, conditions, products, and yield Reactants: C(C)(C)(C)C1=CC=C(C(=O)NC=2C=CC(=NC2)C2=CC=C3CN(C(C3=C2)=O)[C@H](C(=O)O)C(C)C)C=C1 ((S)-2-(6-(5-(4-tert-Butylbenzamido)pyridin-2-yl)-1-oxoisoindolin-2-yl)-3-methyl butanoic acid), C(C)(C)(C)C1=CC=C(C(=O)NC2=CC(=C(C=C2)C2=CC=C3CN(C(C3=C2)=O)[C@H](C(=O)OC)C(C)C)C)C=C1 ((S)-Methyl 2-(6-(4-(4-tert-butylbenzamido)-2-methylphenyl)-1-oxoisoindolin-2-yl)-3-methylbutanoate). Yields the product C(C)(C)(C)C1=CC=C(C(=O)NC2=CC(=C(C=C2)C2=CC=C3CN(C(C3=C2)=O)[C@H](C(=O)O)C(C)C)C)C=C1 ((S)-2-(6-(4-(4-tert-Butylbenzamido)-2-methylphenyl)-1-oxoisoindolin-2-yl)-3-methylbutanoic acid). Yield: 82.0%. Reaction SMILES: C(C1C=CC(C(NC2C=CC(C3C=C4C(CN([C@@H](C(C)C)C(O)=O)C4=O)=CC=3)=NC=2)=O)=CC=1)(C)(C)C.[C:37]([C:41]1[CH:74]=[CH:73][C:44]([C:45]([NH:47][C:48]2[CH:53]=[CH:52][C:51]([C:54]3[CH:62]=[C:61]4[C:57]([CH2:58][N:59]([C@@H:64]([CH:69]([CH3:71])[CH3:70])[C:65]([O:67]C)=[O:66])[C:60]4=[O:63])=[CH:56][CH:55]=3)=[C:50]([CH3:72])[CH:49]=2)=[O:46])=[CH:43][CH:42]=1)([CH3:40])([CH3:39])[CH3:38]>>[C:37]([C:41]1[CH:74]=[CH:73][C:44]([C:45]([NH:47][C:48]2[CH:53]=[CH:52][C:51]([C:54]3[CH:62]=[C:61]4[C:57]([CH2:58][N:59]([C@@H:64]([CH:69]([CH3:70])[CH3:71])[C:65]([OH:67])=[O:66])[C:60]4=[O:63])=[CH:56][CH:55]=3)=[C:50]([CH3:72])[CH:49]=2)=[O:46])=[CH:43][CH:42]=1)([CH3:38])([CH3:40])[CH3:39]. Procedure: The compound of example 468 was prepared analogous to the compound of example 404 by hydrolysis of the compound of example 467. The reactants are COC(=O)C=1SC(=CC1NC(=O)OC(C)(C)C)C#CC(C)(C)C (5-(3,3-dimethyl-but-1-ynyl)-3-(tert-butoxycarbonyl)amino-thiophene-2-carboxylic acid methyl ester), FC(C(=O)O)(F)F (trifluoroacetic acid). The solvent is C(Cl)Cl (CH2Cl2), C(Cl)Cl (CH2Cl2). Conditions: time 8 hour. Product: COC(=O)C=1SC(=CC1N)C#CC(C)(C)C (5-(3,3-dimethyl-but-1-ynyl)-3-amino-thiophene-2-carboxylic acid methyl ester). Isolated yield 137.9%. As a reaction SMILES: [CH3:1][O:2][C:3]([C:5]1[S:6][C:7]([C:18]#[C:19][C:20]([CH3:23])([CH3:22])[CH3:21])=[CH:8][C:9]=1[NH:10]C(OC(C)(C)C)=O)=[O:4].FC(F)(F)C(O)=O>C(Cl)Cl>[CH3:1][O:2][C:3]([C:5]1[S:6][C:7]([C:18]#[C:19][C:20]([CH3:23])([CH3:22])[CH3:21])=[CH:8][C:9]=1[NH2:10])=[O:4]. Reported procedure: To a solution of 5-(3,3-dimethyl-but-1-ynyl)-3-(tert-butoxycarbonyl)amino-thiophene-2-carboxylic acid methyl ester (4.344 g, 9.58 mmol) in CH2Cl2 (30 mL) is added trifluoroacetic acid (30 mL), and the mixture is stirred at room temperature overnight. Then it is evaporated to dryness, obtained residue is redissolved in CH2Cl2 and washed with aqueous NaHCO3 and brine. Organic fraction is separated, dried over Na2SO4, and concentrated to give 3.135 g of crude 5-(3,3-dimethyl-but-1-ynyl)-3-amino-thi... Reactants: CC(C)(C)OC(=O)N1CCN(c2ccc([N+](=O)[O-])cn2)CC1, ClCCl, O=C(O)C(F)(F)F. The product is O=[N+]([O-])c1ccc(N2CCNCC2)nc1. RXN SMILES: [C:1]([O:2][C:3](=[O:4])[N:8]1[CH2:9][CH2:10][N:11]([c:14]2[n:15][cH:16][c:17]([N+:20](=[O:21])[O-:22])[cH:18][cH:19]2)[CH2:12][CH2:13]1)([CH3:5])([CH3:6])[CH3:7].[Cl:30][CH2:31][Cl:32].[F:23][C:24]([F:25])([F:26])[C:27]([OH:28])=[O:29]>>[NH:8]1[CH2:9][CH2:10][N:11]([c:14]2[n:15][cH:16][c:17]([N+:20](=[O:21])[O-:22])[cH:18][cH:19]2)[CH2:12][CH2:13]1. Starting materials: NC=1C=C(C#N)C=CC1N(C1=CC=2C(CCC(C2C=C1)(C)C)(C)C)C (3-Amino-4-[methyl-(5,5,8,8-tetramethyl-5,6,7,8-tetrahydronaphthalen-2-yl)amino]benzonitrile), COC(C1=CC=C(C(=O)O)C=C1)=O (terephthalic acid monomethyl ester), O=P(Cl)(Cl)Cl (POCl3), Cl (HCl). Run in C1(=CC=CC=C1)C (toluene), O (H2O). Run at temperature 80 celsius. Yields the product COC(C1=CC=C(C=C1)C1=NC2=C(N(C=3C1=CC=1C(CCC(C1C3)(C)C)(C)C)C)C=CC(=C2)C#N)=O (4-(2-Cyano-5,7,7,10,10-pentamethyl-7,8,9,10-tetrahydro-5H-5,13-diaza-benzo[4,5]-cyclohepta[1,2-b]naphthalen-12-yl)benzoic Acid Methyl Ester). Reaction SMILES: [NH2:1][C:2]1[CH:3]=[C:4]([CH:7]=[CH:8][C:9]=1[N:10]([CH3:25])[C:11]1[CH:20]=[CH:19][C:18]2[C:17]([CH3:22])([CH3:21])[CH2:16][CH2:15][C:14]([CH3:24])([CH3:23])[C:13]=2[CH:12]=1)[C:5]#[N:6].[CH3:26][O:27][C:28](=[O:38])[C:29]1[CH:37]=[CH:36][C:32]([C:33](O)=O)=[CH:31][CH:30]=1.O=P(Cl)(Cl)Cl.Cl>O.C1(C)C=CC=CC=1>[CH3:26][O:27][C:28](=[O:38])[C:29]1[CH:37]=[CH:36][C:32]([C:33]2[C:20]3=[CH:19][C:18]4[C:17]([CH3:21])([CH3:22])[CH2:16][CH2:15][C:14]([CH3:24])([CH3:23])[C:13]=4[CH:12]=[C:11]3[N:10]([CH3:25])[C:9]3[CH:8]=[CH:7][C:4]([C:5]#[N:6])=[CH:3][C:2]=3[N:1]=2)=[CH:31][CH:30]=1. Reported procedure: A mixture of 3-amino-4-[methyl-(5,5,8,8-tetramethyl-5,6,7,8-tetrahydronaphthalen-2-yl)amino]benzonitrile (32) (R4=CH3, 30.0 mmol), terephthalic acid monomethyl ester (30.0 mmol), POCl3 (69.0 mmol), and toluene (200 mL) is heated at 80° C. for 3 days. After cooling, the reaction mixture is treated with 1 N HCl (100 mL) and H2O (100 mL) and extracted with EtOAc. The organic layer is dried over MgSO4 and evaporated in vacuo. The residue is purified by flash column chromatography (hexane:EtOAc=5:1) ... Reactants: BrC1=CC=2C3=C(C=NC2C=C1)N(C(N3C=3C(=NN(C3)C)C)=O)C (8-bromo-1-(1,3-dimethyl-1H-pyrazol-4-yl)-3-methyl-1,3-dihydro-imidazo[4,5-c]quinolin-2-one), BrC1=CC=2C3=C(C=NC2C=C1)N(C(N3C=3C(=NN(C3)C)C)=O)C (8-bromo-1-(1,3-dimethyl-1H-pyrazol-4-yl)-3-methyl-1,3-dihydro-imidazo[4,5-c]quinolin-2-one), C(C)OC=1C=C(C=CC1)B(O)O (3-ethoxyphenylboronic acid). Yields the product CN1N=C(C(=C1)N1C(N(C=2C=NC=3C=CC(=CC3C21)C2=CC(=CC=C2)OCC)C)=O)C (1-(1,3-Dimethyl-1H-pyrazol-4-yl)-8-(3-ethoxy-phenyl)-3-methyl-1,3-dihydro-imidazo[4,5-c]quinolin-2-one). As a reaction SMILES: Br[C:2]1[CH:11]=[CH:10][C:9]2[N:8]=[CH:7][C:6]3[N:12]([CH3:23])[C:13](=[O:22])[N:14]([C:15]4[C:16]([CH3:21])=[N:17][N:18]([CH3:20])[CH:19]=4)[C:5]=3[C:4]=2[CH:3]=1.[CH2:24]([O:26][C:27]1[CH:28]=[C:29](B(O)O)[CH:30]=[CH:31][CH:32]=1)[CH3:25]>>[CH3:20][N:18]1[CH:19]=[C:15]([N:14]2[C:5]3[C:4]4[CH:3]=[C:2]([C:31]5[CH:30]=[CH:29][CH:28]=[C:27]([O:26][CH2:24][CH3:25])[CH:32]=5)[CH:11]=[CH:10][C:9]=4[N:8]=[CH:7][C:6]=3[N:12]([CH3:23])[C:13]2=[O:22])[C:16]([CH3:21])=[N:17]1. Procedure: The title compound was synthesized in a similar manner as described for Example 1.1 using 8-bromo-1-(1,3-dimethyl-1H-pyrazol-4-yl)-3-methyl-1,3-dihydro-imidazo[4,5-c]quinolin-2-one (Intermediate A, 40 mg, 0.107 mmol) and 3-ethoxyphenylboronic acid (Aldrich, Buchs, Switzerland, 21.4 mg, 0.129 mmol) to give the title compound as a white solid. (HPLC: tR 2.84 min (Method A); M+H=414 MS-ES; 1H-NMR (d6-DMSO, 400 MHz) 8.96 (s, 1H), 8.16 (s, 1H), 8.09-8.06 (m, 1H), 7.94-7.91 (m, 1H), 7.57-7.59 (m, 1H),...